From a dataset of the Open Reaction Database (ORD), a public repository of structured organic reaction records. describe an organic reaction: reactants, conditions, products, and yield The reactants are CCOC(=O)c1sc(N)nc1C, CS(=O)(=O)Cl, ClCCl, c1ccncc1. Yields the product CCOC(=O)c1sc(NS(C)(=O)=O)nc1C. RXN SMILES: [CH2:1]([CH3:2])[O:3][C:4](=[O:5])[c:6]1[c:7]([CH3:12])[n:8][c:9]([NH2:11])[s:10]1.[CH3:13][S:14]([Cl:15])(=[O:16])=[O:17].[Cl:18][CH2:19][Cl:20].[cH:21]1[cH:22][cH:23][n:24][cH:25][cH:26]1>>[CH2:1]([CH3:2])[O:3][C:4](=[O:5])[c:6]1[c:7]([CH3:12])[n:8][c:9]([NH:11][S:14]([CH3:13])(=[O:16])=[O:17])[s:10]1. The reactants are C(#C)C=1C=NC=C(C(=O)N=[S@](C2=CC=CC=C2)(=O)C)C1 ((S)-5-ethynyl-N—[methyl(oxo)phenyl-λ6-sulfanylidene]nicotinamide), IC=1C=NNC1 (4-iodopyrazole). Product: C[S@@](=NC(C1=CN=CC(=C1)C#CC=1C=NNC1)=O)(C1=CC=CC=C1)=O ((S)—N-[methyl(oxo)phenyl-λ6-sulfanylidene]-5-(1H-pyrazol-4-ylethynyl)nicotinamide). Reaction SMILES: [C:1]([C:3]1[CH:4]=[N:5][CH:6]=[C:7]([CH:20]=1)[C:8]([N:10]=[S@@:11]([CH3:19])(=[O:18])[C:12]1[CH:17]=[CH:16][CH:15]=[CH:14][CH:13]=1)=[O:9])#[CH:2].I[C:22]1[CH:23]=[N:24][NH:25][CH:26]=1>>[CH3:19][S@:11](=[O:18])([C:12]1[CH:13]=[CH:14][CH:15]=[CH:16][CH:17]=1)=[N:10][C:8](=[O:9])[C:7]1[CH:20]=[C:3]([C:1]#[C:2][C:22]2[CH:23]=[N:24][NH:25][CH:26]=2)[CH:4]=[N:5][CH:6]=1. Reported procedure: In a manner similar to that describe in Example 431 a mixture of (S)-5-ethynyl-N—[methyl(oxo)phenyl-λ6-sulfanylidene]nicotinamide and 4-iodopyrazole were reacted to give the title compound as a white film (15 mg, 17%). Reactants: C(CC(O)(C(=O)O)CC(=O)O)(=O)O (citric acid), ClC=1C=C(C=CC1Cl)C1(CCC1)C(CSCCCN(C)C)O ((-) -1-[1-(3,4-dichlorophenyl)cyclobutyl]-2-[3-(dimethylamino)-propylthio]ethanol). The solvent is C(C)O (ethanol), CCOCC (ether). Run at time 18 hour. Product: C(CC(O)(C(=O)O)CC(=O)O)(=O)O.ClC=1C=C(C=CC1Cl)C1(CCC1)C(CSCCCN(C)C)O ((-)-1-[1-(3,4-dichlorophenyl)cyclobutyl]-2-[3-(dimethylamino)propylthio]ethanol citrate). The yield is 76.3%. Reaction SMILES: [C:1]([OH:13])(=[O:12])[CH2:2][C:3]([CH2:8][C:9]([OH:11])=[O:10])([C:5]([OH:7])=[O:6])[OH:4].[Cl:14][C:15]1[CH:16]=[C:17]([C:22]2([CH:26]([OH:35])[CH2:27][S:28][CH2:29][CH2:30][CH2:31][N:32]([CH3:34])[CH3:33])[CH2:25][CH2:24][CH2:23]2)[CH:18]=[CH:19][C:20]=1[Cl:21]>C(O)C.CCOCC>[C:1]([OH:13])(=[O:12])[CH2:2][C:3]([CH2:8][C:9]([OH:11])=[O:10])([C:5]([OH:7])=[O:6])[OH:4].[Cl:14][C:15]1[CH:16]=[C:17]([C:22]2([CH:26]([OH:35])[CH2:27][S:28][CH2:29][CH2:30][CH2:31][N:32]([CH3:34])[CH3:33])[CH2:25][CH2:24][CH2:23]2)[CH:18]=[CH:19][C:20]=1[Cl:21] |f:4.5|. Procedure: A solution of citric acid (1.77 g) in hot ethanol (10 ml) was added to a solution of (-) -1-[1-(3,4-dichlorophenyl)cyclobutyl]-2-[3-(dimethylamino)-propylthio]ethanol (3.42 g) in ether (30 ml), and the mixture was stored at 4° C. for 18 hours. The resulting solid was collected by filtration, washed with ether and dried in vacuo at ambient temperature for 24 hours, to give (-)-1-[1-(3,4-dichlorophenyl)cyclobutyl]-2-[3-(dimethylamino)propylthio]ethanol citrate as a white solid (3.9 g) , m.p. 109°-... The reactants are NC1=CC=C(C=C1)C1=C(NC2=CN=CC=C21)C(=O)N (3-(4-aminophenyl)-1H-pyrrolo[2,3-c]pyridine-2-carboxamide), COC1=CC=C(C=C1)N=C=O (4-methoxyphenyl isocyanate). Yields the product pale yellow solid, COC1=CC=C(C=C1)NC(NC1=CC=C(C=C1)C1=C(NC2=CN=CC=C21)C(=O)N)=O (3-{4-[3-(4-methoxyphenyl)ureido]phenyl}-1H-pyrrolo[2,3-c]pyridine-2-carboxamide). RXN SMILES: [NH2:1][C:2]1[CH:7]=[CH:6][C:5]([C:8]2[C:16]3[C:11](=[CH:12][N:13]=[CH:14][CH:15]=3)[NH:10][C:9]=2[C:17]([NH2:19])=[O:18])=[CH:4][CH:3]=1.[CH3:20][O:21][C:22]1[CH:27]=[CH:26][C:25]([N:28]=[C:29]=[O:30])=[CH:24][CH:23]=1>>[CH3:20][O:21][C:22]1[CH:27]=[CH:26][C:25]([NH:28][C:29](=[O:30])[NH:1][C:2]2[CH:3]=[CH:4][C:5]([C:8]3[C:16]4[C:11](=[CH:12][N:13]=[CH:14][CH:15]=4)[NH:10][C:9]=3[C:17]([NH2:19])=[O:18])=[CH:6][CH:7]=2)=[CH:24][CH:23]=1. Reported procedure: 51.1 mg of pale yellow solid 3-{4-[3-(4-methoxyphenyl)ureido]phenyl}-1H-pyrrolo[2,3-c]pyridine-2-carboxamide are prepared as described in Example 1 starting with 3-(4-aminophenyl)-1H-pyrrolo[2,3-c]pyridine-2-carboxamide and 4-methoxyphenyl isocyanate.